Dataset: the Open Reaction Database (ORD), a public repository of structured organic reaction records. Task: describe an organic reaction: reactants, conditions, products, and yield The reactants are COC(=O)CCCCC(=O)CCc1ccccc1OCc1ccc(C2CCCCC2)cc1, ClCCCl, COC(=O)c1ccc(N)cc1, O. Product: COC(=O)CCCCC(CCc1ccccc1OCc1ccc(C2CCCCC2)cc1)Nc1ccc(C(=O)OC)cc1. RXN SMILES: [CH:1]1([c:7]2[cH:8][cH:9][c:10]([CH2:11][O:12][c:13]3[c:14]([CH2:19][CH2:20][C:21]([CH2:22][CH2:23][CH2:24][CH2:25][C:26](=[O:27])[O:28][CH3:29])=[O:30])[cH:15][cH:16][cH:17][cH:18]3)[cH:31][cH:32]2)[CH2:2][CH2:3][CH2:4][CH2:5][CH2:6]1.[Cl:45][CH2:46][CH2:47][Cl:48].[NH2:33][c:34]1[cH:35][cH:36][c:37]([C:38](=[O:39])[O:40][CH3:41])[cH:42][cH:43]1.[OH2:44]>>[CH:1]1([c:7]2[cH:8][cH:9][c:10]([CH2:11][O:12][c:13]3[c:14]([CH2:19][CH2:20][CH:21]([CH2:22][CH2:23][CH2:24][CH2:25][C:26](=[O:27])[O:28][CH3:29])[NH:33][c:34]4[cH:35][cH:36][c:37]([C:38](=[O:39])[O:40][CH3:41])[cH:42][cH:43]4)[cH:15][cH:16][cH:17][cH:18]3)[cH:31][cH:32]2)[CH2:2][CH2:3][CH2:4][CH2:5][CH2:6]1. The reactants are ClC=1C(NN=CC1Cl)=O (4,5-dichloro-2H-pyridazin-3-one), C([O-])([O-])=O.[K+].[K+] (potassium carbonate), C(C)I (ethyl iodide). Run in CC(=O)C (acetone). Conditions: temperature 55 celsius, time 8 hour. The product is ClC=1C(N(N=CC1Cl)CC)=O (4,5-dichloro-2-ethyl-2H-pyridazin-3-one). As a reaction SMILES: [Cl:1][C:2]1[C:3](=[O:9])[NH:4][N:5]=[CH:6][C:7]=1[Cl:8].C(=O)([O-])[O-].[K+].[K+].[CH2:16](I)[CH3:17]>CC(C)=O>[Cl:1][C:2]1[C:3](=[O:9])[N:4]([CH2:16][CH3:17])[N:5]=[CH:6][C:7]=1[Cl:8] |f:1.2.3|. Reported procedure: To a suspension of 4.00 g (24.2 mmol) of 4,5-dichloro-2H-pyridazin-3-one (CAS: [932-22-9]) and 6.70 g (48.5 mmol) of potassium carbonate in 40 ml of acetone were added 3.92 ml (7.56 g, 48.5 mmol, 2 eq.) of ethyl iodide. The suspension was stirred for 8 h at 55° C. and allowed to cool to room temperature. The reaction was filtered and the solids were washed twice with acetone. The filtrate was concentrated in vaccuo, taken up in ethyl acetate and the precipitated salts were filtered off. The filt... The reactants are CN(C)C=O, O=Cc1ccc(F)c(F)c1, [H-], [Na+], O, OCc1ccccn1. The product is O=Cc1ccc(OCc2ccccn2)c(F)c1. RXN SMILES: [CH3:1][N:2]([CH3:3])[CH:4]=[O:5].[F:16][c:17]1[cH:18][c:19]([CH:20]=[O:21])[cH:22][cH:23][c:24]1[F:25].[H-:14].[Na+:15].[OH2:26].[OH:6][CH2:7][c:8]1[n:9][cH:10][cH:11][cH:12][cH:13]1>>[O:6]([CH2:7][c:8]1[n:9][cH:10][cH:11][cH:12][cH:13]1)[c:24]1[c:17]([F:16])[cH:18][c:19]([CH:20]=[O:21])[cH:22][cH:23]1. Reactants: [N+](=O)([O-])C=1C=CC=C2CN(C(C12)=O)OC (7-nitro-2-methoxy-2,3-dihydro-1H-isoindol-1-one), [N+](=O)([O-])C=1C=CC=C2CN(C(C12)=O)OC (7-nitro-2-methoxy-2,3-dihydro-1H-isoindol-1-one). Reagents/catalysts: [Pd] (Pd/C). Run in C(C)O (ethanol). Yields the product NC=1C=CC=C2CN(C(C12)=O)OC (7-Amino-2-methoxy-2,3-dihydro-1H-isoindol-1-one). The yield is 84.2%. As a reaction SMILES: [N+:1]([C:4]1[CH:5]=[CH:6][CH:7]=[C:8]2[C:12]=1[C:11](=[O:13])[N:10]([O:14][CH3:15])[CH2:9]2)([O-])=O>C(O)C.[Pd]>[NH2:1][C:4]1[CH:5]=[CH:6][CH:7]=[C:8]2[C:12]=1[C:11](=[O:13])[N:10]([O:14][CH3:15])[CH2:9]2. Procedure: A solution of 7-nitro-2-methoxy-2,3-dihydro-1H-isoindol-1-one (Compound 187B, 0.25 g, 1.2 mmol) in ethanol (5 mL) was hydrogenated over 5% Pd/C (30 mg) overnight at room temperature. The catalyst was filtered off by a glass filter paper and the filtrate was concentrated to give 0.18 g of the pure product (yield: 85%). 1H NMR (CDCl3, 600 MHz): δ=3.93 (s, 3 H), 4.48 (s, 2 H), 6.56 (d, J=8.5 Hz, 1 H) 6.63 (d, J=7.0 Hz, 1 H), 7.24 (dd, J=7.5, 8.5 Hz, 1 H). Reactants: FC1=C(C(=CC=C1)F)N1C(C=CC2=C1N=C(N=C2C2=C(C=C(C=C2)F)C)S(=O)(=O)C)=O (8-(2,6-difluoro-phenyl)-4-(4-fluoro-2-methyl-phenyl)-2-methane-sulfonyl-8H-pyrido[2,3-d]pyrimidin-7-one), Cl.NCC(=O)OC (methyl glycinate hydrochloride), C(=O)([O-])[O-].[K+].[K+] (K2CO3), CN1CCCC1=O (NMP). The solvent is CCOCC (Et2O), CCOC(=O)C (EtOAc). Yields the product FC1=C(C(=CC=C1)F)N1C(C=CC2=C1N=C(N=C2C2=C(C=C(C=C2)F)C)NCC(=O)OC)=O (methyl N-[8-(2,6-difluorophenyl)-4-(4-fluoro-2-methylphenyl)-7,8-dihydro-7-oxopyrido[2,3-d]pyrimidin-2-yl]glycinate). As a reaction SMILES: [F:1][C:2]1[CH:7]=[CH:6][CH:5]=[C:4]([F:8])[C:3]=1[N:9]1[C:14]2[N:15]=[C:16](S(C)(=O)=O)[N:17]=[C:18]([C:19]3[CH:24]=[CH:23][C:22]([F:25])=[CH:21][C:20]=3[CH3:26])[C:13]=2[CH:12]=[CH:11][C:10]1=[O:31].Cl.[NH2:33][CH2:34][C:35]([O:37][CH3:38])=[O:36].C([O-])([O-])=O.[K+].[K+].CN1C(=O)CCC1>CCOC(C)=O.CCOCC>[F:1][C:2]1[CH:7]=[CH:6][CH:5]=[C:4]([F:8])[C:3]=1[N:9]1[C:14]2[N:15]=[C:16]([NH:33][CH2:34][C:35]([O:37][CH3:38])=[O:36])[N:17]=[C:18]([C:19]3[CH:24]=[CH:23][C:22]([F:25])=[CH:21][C:20]=3[CH3:26])[C:13]=2[CH:12]=[CH:11][C:10]1=[O:31] |f:1.2,3.4.5|. Procedure details: The product of Example 48 (2.25 g mg, 5.0 mmol), methyl glycinate hydrochloride (3.13 g, 25.0 mmol), anhyd K2CO3 (3.45 g, 25.0 mmol) and NMP (25 mL) were stirred for 1 h at 60°. The reaction was diluted with EtOAc (200 mL), washed with 10% aq citric acid (2×25 mL), H2O (25 mL) and satd aq NaCl (40 mL) dried (Na2SO4) and concentrated. The resulting brown residue was filtered through a plug of silica (350 mL) (dichloromethane/methanol) to afford a brown foam. Trituration with Et2O afforded the tit...